Dataset: the Open Reaction Database (ORD), a public repository of structured organic reaction records. Task: describe an organic reaction: reactants, conditions, products, and yield Reactants: CN(C)c1ccccc1, CCCc1cc2nc(C)c(CC(=O)OC)c(O)n2n1, O=P(Cl)(Cl)Cl. RXN SMILES: [CH3:25][N:26]([CH3:27])[c:28]1[cH:29][cH:30][cH:31][cH:32][cH:33]1.[OH:1][c:2]1[c:3]([CH2:15][C:16](=[O:17])[O:18][CH3:19])[c:4]([CH3:14])[n:5][c:6]2[n:7]1[n:8][c:9]([CH2:11][CH2:12][CH3:13])[cH:10]2.[P:20]([Cl:21])([Cl:22])([Cl:23])=[O:24]>>[c:2]1([Cl:22])[c:3]([CH2:15][C:16](=[O:17])[O:18][CH3:19])[c:4]([CH3:14])[n:5][c:6]2[n:7]1[n:8][c:9]([CH2:11][CH2:12][CH3:13])[cH:10]2. Yields the product CCCc1cc2nc(C)c(CC(=O)OC)c(Cl)n2n1. Starting materials: CC(=O)[C@H]1CC[C@@H]2[C@@]1(CC[C@H]3[C@H]2C[C@@H](C4=CC(=O)CC[C@]34C)O)C (6α-hydroxyprogesterone), Cl (hydrochloric acid), C1(CCC(=O)O1)=O (succinic acid anhydride), ice water. Run in N1=CC=CC=C1 (pyridine). Product: C(CCC(=O)O)(=O)O[C@H]1C[C@H]2[C@@H]3CC[C@H](C(C)=O)[C@]3(CC[C@@H]2[C@]2(CCC(C=C12)=O)C)C ((3,20-dioxo-4-pregnen-6α-yl) hydrogen succinate). Reaction SMILES: [CH3:1][C:2]([C@@H:4]1[C@@:8]2([CH3:24])[CH2:9][CH2:10][C@@H:11]3[C@:21]4([CH3:22])[C:15](=[CH:16][C:17]([CH2:19][CH2:20]4)=[O:18])[C@@H:14]([OH:23])[CH2:13][C@H:12]3[C@@H:7]2[CH2:6][CH2:5]1)=[O:3].[C:25]1(=[O:31])[O:30][C:28](=[O:29])[CH2:27][CH2:26]1.Cl>N1C=CC=CC=1>[C:25]([O:23][C@@H:14]1[C:15]2[C@:21]([CH3:22])([CH2:20][CH2:19][C:17](=[O:18])[CH:16]=2)[C@@H:11]2[C@H:12]([C@H:7]3[C@:8]([CH3:24])([CH2:9][CH2:10]2)[C@@H:4]([C:2](=[O:3])[CH3:1])[CH2:5][CH2:6]3)[CH2:13]1)(=[O:31])[CH2:26][CH2:27][C:28]([OH:30])=[O:29]. Procedure: Two grams of 6α-hydroxyprogesterone is refluxed for 1 hour in 20 ml. of pyridine with 4 g. of succinic acid anhydride. After cooling, the solution is stirred into ice water and acidified with 1N hydrochloric acid. The smeary precipitation product is separated and dissolved in methylene chloride; the solution is washed with hydrochloric acid and water and evaporated under vacuum. The residue (2.57 g. of foam) is dissolved in methanol, combined with carbon, filtered, and the filtrate concentrated ... The reactants are C(C)(C)(C)C1=CC=C(C(=O)N2[C@@](C[C@@H]([C@@H]2C2=CC=C(C=C2)N(C)C)C2=NC=CN=C2)(C(=O)OC(C)(C)C)CC(C)C)C=C1 (rel-(2S,4S,5R)-1-(4-tert-butylbenzoyl)-2-isobutyl-4-pyrazin-2-yl-5-(4-dimethylaminophenyl)-pyrrolidine-2-carboxylic acid, tert butyl ester), C(=O)(C(F)(F)F)O (TFA). Product: C(C)(C)(C)C1=CC=C(C(=O)N2[C@@](C[C@@H]([C@@H]2C2=CC=C(C=C2)N(C)C)C2=NC=CN=C2)(C(=O)O)CC(C)C)C=C1 (rel-(2S,4S,5R)-1-(4-tert-Butylbenzoyl)-2-isobutyl-4-(pyrazin-2-yl)-5-(4-dimethylaminophenyl)-pyrrolidine-2-carboxylic acid). As a reaction SMILES: [C:1]([C:5]1[CH:43]=[CH:42][C:8]([C:9]([N:11]2[C@@H:15]([C:16]3[CH:21]=[CH:20][C:19]([N:22]([CH3:24])[CH3:23])=[CH:18][CH:17]=3)[C@@H:14]([C:25]3[CH:30]=[N:29][CH:28]=[CH:27][N:26]=3)[CH2:13][C@@:12]2([CH2:38][CH:39]([CH3:41])[CH3:40])[C:31]([O:33]C(C)(C)C)=[O:32])=[O:10])=[CH:7][CH:6]=1)([CH3:4])([CH3:3])[CH3:2].C(O)(C(F)(F)F)=O>>[C:1]([C:5]1[CH:6]=[CH:7][C:8]([C:9]([N:11]2[C@@H:15]([C:16]3[CH:21]=[CH:20][C:19]([N:22]([CH3:24])[CH3:23])=[CH:18][CH:17]=3)[C@@H:14]([C:25]3[CH:30]=[N:29][CH:28]=[CH:27][N:26]=3)[CH2:13][C@@:12]2([CH2:38][CH:39]([CH3:40])[CH3:41])[C:31]([OH:33])=[O:32])=[O:10])=[CH:42][CH:43]=1)([CH3:3])([CH3:2])[CH3:4]. Procedure details: The tert-butyl ester from stage A was deprotected with TFA in a similar manner to that described in Example 1, to afford the title compound as a solid. Product: O=Cc1cccc(F)n1. Starting materials: CN(C)C(OC(C)(C)C)N(C)C, Cc1cccc(F)n1, [O-][I+3]([O-])([O-])[O-], [Na+], C1CCOC1. Reaction SMILES: [C:9]([O:13][CH:10]([N:11]([CH3:12])[CH3:14])[N:15]([CH3:16])[CH3:17])([CH3:18])([CH3:19])[CH3:20].[F:1][c:2]1[n:3][c:4]([CH3:8])[cH:5][cH:6][cH:7]1.[I+3:21]([O-:22])([O-:23])([O-:24])[O-:25].[Na+:26].[O:27]1[CH2:28][CH2:29][CH2:30][CH2:31]1>>[F:1][c:2]1[n:3][c:4]([CH:8]=[O:13])[cH:5][cH:6][cH:7]1. The yield is 10.9%. Solvent: O1CCOCC1 (1,4-dioxane). Reported procedure: Using analogous reaction conditions as described in example 1, 7-(4-fluoro-phenyl)-3,4-dihydro-2H-isoquinolin-1-one (100 mg, 0.4132 mmol) was reacted with 3-iodo-4-methyl-pyridine (108.5 mg, 0.4958 mmol), 1,4-dioxane (25 mL), copper iodide (2.8 mg, 0.01432 mmol), trans-N,N′-dimethyl-cyclohexyl-1,2-diamine (14.2 mg, 0.1239 mmol) and potassium phosphate (219.2 mg, 1.0330 mmol) to afford the crude product. Purification by column chromatography on silica gel (2% methanol in CHCl3), followed by prepa... RXN SMILES: [F:1][C:2]1[CH:7]=[CH:6][C:5]([C:8]2[CH:17]=[C:16]3[C:11]([CH2:12][CH2:13][NH:14][C:15]3=[O:18])=[CH:10][CH:9]=2)=[CH:4][CH:3]=1.I[C:20]1[CH:21]=[N:22][CH:23]=[CH:24][C:25]=1[CH3:26].P([O-])([O-])([O-])=O.[K+].[K+].[K+]>[Cu](I)I.O1CCOCC1>[F:1][C:2]1[CH:3]=[CH:4][C:5]([C:8]2[CH:17]=[C:16]3[C:11]([CH2:12][CH2:13][N:14]([C:20]4[CH:21]=[N:22][CH:23]=[CH:24][C:25]=4[CH3:26])[C:15]3=[O:18])=[CH:10][CH:9]=2)=[CH:6][CH:7]=1 |f:2.3.4.5|. Starting materials: FC1=CC=C(C=C1)C1=CC=C2CCNC(C2=C1)=O (7-(4-fluoro-phenyl)-3,4-dihydro-2H-isoquinolin-1-one), IC=1C=NC=CC1C (3-iodo-4-methyl-pyridine), trans-N,N′-dimethyl-cyclohexyl-1,2-diamine, P(=O)([O-])([O-])[O-].[K+].[K+].[K+] (potassium phosphate). Yields the product FC1=CC=C(C=C1)C1=CC=C2CCN(C(C2=C1)=O)C=1C=NC=CC1C (7-(4-Fluoro-phenyl)-2-(4-methyl-pyridin-3-yl)-3,4-dihydro-2H-isoquinolin-1-one). The reagents and catalysts are [Cu](I)I (copper iodide). Starting materials: Nc1nccs1, Cc1ccc(S(=O)(=O)n2ccc(C(=O)O)c2)cc1. Yields the product Cc1ccc(S(=O)(=O)n2ccc(C(=O)Nc3nccs3)c2)cc1. RXN SMILES: [NH2:19][c:20]1[s:21][cH:22][cH:23][n:24]1.[c:1]1([CH3:18])[cH:2][cH:3][c:4]([S:7](=[O:8])(=[O:9])[n:10]2[cH:11][c:12]([C:15](=[O:16])[OH:17])[cH:13][cH:14]2)[cH:5][cH:6]1>>[c:1]1([CH3:18])[cH:2][cH:3][c:4]([S:7](=[O:8])(=[O:9])[n:10]2[cH:11][c:12]([C:15](=[O:17])[NH:19][c:20]3[s:21][cH:22][cH:23][n:24]3)[cH:13][cH:14]2)[cH:5][cH:6]1.